Dataset: the Open Reaction Database (ORD), a public repository of structured organic reaction records. Task: describe an organic reaction: reactants, conditions, products, and yield Reactants: [Li]CCCC (n-BuLi), BrC1=CC=CC(=N1)NC(C(C)(C)C)=O (N-(6-bromopyridin-2-yl)-2,2-dimethylpropanamide), C(C)=O (acetaldehyde). The solvent is C1CCOC1 (THF). Reaction conditions: temperature 0 celsius, time 1 hour. The product is OC(C)C1=CC=CC(=N1)NC(C(C)(C)C)=O (N-[6-(1-hydroxyethyl)pyridin-2-yl]-2,2-dimethylpropanamide). Isolated yield 84.0%. Reaction SMILES: Br[C:2]1[N:7]=[C:6]([NH:8][C:9](=[O:14])[C:10]([CH3:13])([CH3:12])[CH3:11])[CH:5]=[CH:4][CH:3]=1.[Li]CCCC.[CH:20](=[O:22])[CH3:21]>C1COCC1>[OH:22][CH:20]([C:2]1[N:7]=[C:6]([NH:8][C:9](=[O:14])[C:10]([CH3:13])([CH3:12])[CH3:11])[CH:5]=[CH:4][CH:3]=1)[CH3:21]. Procedure: A solution of N-(6-bromopyridin-2-yl)-2,2-dimethylpropanamide (2 g, 7.77 mmol, 1 eq.) in 25 ml of THF was cooled to −78° C. and n-BuLi (1.6 M, 9.72 ml, 15.55 mmol) was added dropwise. After 1 h, acetaldehyde (0.376 g, 8.55 mmol, 1.1 eq.) was added and the mixture was warmed to 0° C. within 1 h. The reaction was quenched with H2O, and diluted with EtOAc. The aqueous layer was separated and extracted with EtOAc. The organics were combined, dried over MgSO4 and concentrated. The crude material was ... Starting materials: mixture, C(C)OC(C(CC(C)(C)C1=C(C(=CC=C1)F)OC)(O[Si](C)(C)C)C(F)(F)F)=O (4-(3-fluoro-2-methoxyphenyl)-4-methyl-2-trifluoromethyl-2-trimethylsilyloxy-pentanoic acid ethyl ester), C(=O)(O)[O-].[Na+] (NaHCO3), [H-].[H-].[H-].[H-].[Li+].[Al+3] (LiAlH4). Solvent: C(C)OCC (diethyl ether). Product: FC=1C(=C(C=CC1)C(CC(CO)(O[Si](C)(C)C)C(F)(F)F)(C)C)OC (4-(3-Fluoro-2-methoxyphenyl)-4-methyl-2-(trifluoromethyl)-2-trimethylsilyloxy-pentan-1-ol). Reaction SMILES: C([O:3][C:4](=O)[C:5]([C:24]([F:27])([F:26])[F:25])([O:19][Si:20]([CH3:23])([CH3:22])[CH3:21])[CH2:6][C:7]([C:10]1[CH:15]=[CH:14][CH:13]=[C:12]([F:16])[C:11]=1[O:17][CH3:18])([CH3:9])[CH3:8])C.[H-].[H-].[H-].[H-].[Li+].[Al+3].C([O-])(O)=O.[Na+]>C(OCC)C>[F:16][C:12]1[C:11]([O:17][CH3:18])=[C:10]([C:7]([CH3:8])([CH3:9])[CH2:6][C:5]([C:24]([F:26])([F:27])[F:25])([O:19][Si:20]([CH3:22])([CH3:23])[CH3:21])[CH2:4][OH:3])[CH:15]=[CH:14][CH:13]=1 |f:1.2.3.4.5.6,7.8|. Procedure: 5.24 g (12.34 mmol) of 4-(3-fluoro-2-methoxyphenyl)-4-methyl-2-trifluoromethyl-2-trimethylsilyloxy-pentanoic acid ethyl ester is dissolved in 45 ml of diethyl ether and mixed at 0 to 5° C. in portions with 936.9 mg (24.69 mmol) of LiAlH4. After four and one-half hours of stirring at room temperature, the reaction mixture is carefully mixed with saturated NaHCO3 while being cooled in an ice bath, stirred for one hour under cold conditions and overnight at room temperature. After the usual working... Starting materials: C(C=C)(=O)N1CCOCC1 (4-acryloylmorpholine), C1(=C(C=CC=C1)P(C1=C(C=CC=C1)C)C1=C(C=CC=C1)C)C (tri-ortho-tolylphosphine), BrC=1C=CC=2C3=C(C(=NC2C1)N)N=C(N3CC3CCOCC3)CC (7-bromo-2-ethyl-1-(tetrahydro-2H-pyran-4-ylmethyl)-1H-imidazo[4,5-c]quinolin-4-amine). The reagents and catalysts are C(C)(=O)[O-].[Pd+2].C(C)(=O)[O-] (palladium acetate). Solvent: CN(C=O)C (N,N-dimethylformamide), CN(C=O)C (N,N-dimethylformamide), CN(C=O)C (N,N-dimethylformamide), C(C)N(CC)CC (triethylamine). Reaction conditions: temperature 120 celsius. Product: C(C)C=1N(C2=C(C(=NC=3C=C(C=CC23)\C=C\C(=O)N2CCOCC2)N)N1)CC1CCOCC1 (2-ethyl-7-[(1E)-3-morpholin-4-yl-3-oxoprop-1-enyl]-1-(tetrahydro-2H-pyran-4-ylmethyl)-1H-imidazo[4,5-c]quinolin-4-amine). Yield: 51.2%. As a reaction SMILES: Br[C:2]1[CH:3]=[CH:4][C:5]2[C:6]3[N:15]([CH2:16][CH:17]4[CH2:22][CH2:21][O:20][CH2:19][CH2:18]4)[C:14]([CH2:23][CH3:24])=[N:13][C:7]=3[C:8]([NH2:12])=[N:9][C:10]=2[CH:11]=1.C1(C)C=CC=CC=1P(C1C=CC=CC=1C)C1C=CC=CC=1C.[C:47]([N:51]1[CH2:56][CH2:55][O:54][CH2:53][CH2:52]1)(=[O:50])[CH:48]=[CH2:49]>CN(C)C=O.C(N(CC)CC)C.C([O-])(=O)C.[Pd+2].C([O-])(=O)C>[CH2:23]([C:14]1[N:15]([CH2:16][CH:17]2[CH2:22][CH2:21][O:20][CH2:19][CH2:18]2)[C:6]2[C:5]3[CH:4]=[CH:3][C:2](/[CH:49]=[CH:48]/[C:47]([N:51]4[CH2:56][CH2:55][O:54][CH2:53][CH2:52]4)=[O:50])=[CH:11][C:10]=3[N:9]=[C:8]([NH2:12])[C:7]=2[N:13]=1)[CH3:24] |f:5.6.7|. Procedure: A thick walled glass vessel, equipped with a stir bar, was charged with a warmed solution of 7-bromo-2-ethyl-1-(tetrahydro-2H-pyran-4-ylmethyl)-1H-imidazo[4,5-c]quinolin-4-amine (584 mg, 1.5 mmol) in N,N-dimethylformamide (10 mL). To the solution was added in succession, a solution of palladium acetate (37 mg, 0.15 mmol) and tri-ortho-tolylphosphine (91 mg, 0.3 mmol) in N,N-dimethylformamide (5 mL), triethylamine (0.6 mL), and a solution of 4-acryloylmorpholine (254 mg 1.8 mmol) in N,N-dimethylf... Reactants: COS(=O)(=O)OC, CC(C)(C)Cn1c(N)cc(=O)[nH]c1=O, [Na+], [OH-]. Yields the product Cn1c(=O)cc(N)n(CC(C)(C)C)c1=O. Reaction SMILES: [CH3:15][O:16][S:17]([O:18][CH3:19])(=[O:20])=[O:21].[NH2:1][c:2]1[cH:3][c:4](=[O:14])[nH:5][c:6](=[O:13])[n:7]1[CH2:8][C:9]([CH3:10])([CH3:11])[CH3:12].[Na+:23].[OH-:22]>>[NH2:1][c:2]1[cH:3][c:4](=[O:14])[n:5]([CH3:15])[c:6](=[O:13])[n:7]1[CH2:8][C:9]([CH3:10])([CH3:11])[CH3:12]. Starting materials: [C@@H]1(CCCC2=CC=CC=C12)NC(=O)C1=CC(=NC=C1)C1=C(C=CC(=C1)N1CCCCC1)NC(=O)C=1C=C(C(=O)O)C=CC1 (3-((2-(4-(((S)-1,2,3,4-tetrahydronaphthalen-1-yl)carbamoyl)pyridin-2-yl)-4-(piperidin-1-yl)phenyl)carbamoyl)benzoic acid), CNCCCN1CCOCC1 (N-methyl-3-morpholinopropan-1-amine), CCN=C=NCCCN(C)C.Cl (EDC.HCl). Reagents/catalysts: CN(C1=CC=NC=C1)C (4-dimethylaminopyridine). The solvent is ClCCl (dichloromethane), O (water). Run at temperature 25 celsius, time 2 hour. Yields the product CN(C(C1=CC(C(=O)NC2=C(C=C(C=C2)N2CCCCC2)C2=NC=CC(=C2)C(N[C@H]2CCCC3=CC=CC=C23)=O)=CC=C1)=O)CCCN1CCOCC1 ((S)—N1-methyl-N1-(3-morpholinopropyl)-N3-(4-(piperidin-1-yl)-2-(4-(1,2,3,4-tetrahydronaphthalen-1-ylcarbamoyl)pyridin-2-yl)phenyl)isophthalamide). Yield: 52.2%. RXN SMILES: [C@@H:1]1([NH:11][C:12]([C:14]2[CH:19]=[CH:18][N:17]=[C:16]([C:20]3[CH:25]=[C:24]([N:26]4[CH2:31][CH2:30][CH2:29][CH2:28][CH2:27]4)[CH:23]=[CH:22][C:21]=3[NH:32][C:33]([C:35]3[CH:36]=[C:37]([CH:41]=[CH:42][CH:43]=3)[C:38](O)=[O:39])=[O:34])[CH:15]=2)=[O:13])[C:10]2[C:5](=[CH:6][CH:7]=[CH:8][CH:9]=2)[CH2:4][CH2:3][CH2:2]1.[CH3:44][NH:45][CH2:46][CH2:47][CH2:48][N:49]1[CH2:54][CH2:53][O:52][CH2:51][CH2:50]1.CCN=C=NCCCN(C)C.Cl>ClCCl.CN(C)C1C=CN=CC=1.O>[CH3:44][N:45]([CH2:46][CH2:47][CH2:48][N:49]1[CH2:50][CH2:51][O:52][CH2:53][CH2:54]1)[C:38](=[O:39])[C:37]1[CH:41]=[CH:42][CH:43]=[C:35]([C:33]([NH:32][C:21]2[CH:22]=[CH:23][C:24]([N:26]3[CH2:31][CH2:30][CH2:29][CH2:28][CH2:27]3)=[CH:25][C:20]=2[C:16]2[CH:15]=[C:14]([C:12](=[O:13])[NH:11][C@@H:1]3[C:10]4[C:5](=[CH:6][CH:7]=[CH:8][CH:9]=4)[CH2:4][CH2:3][CH2:2]3)[CH:19]=[CH:18][N:17]=2)=[O:34])[CH:36]=1 |f:2.3|. Procedure: A solution of 3-((2-(4-(((S)-1,2,3,4-tetrahydronaphthalen-1-yl)carbamoyl)pyridin-2-yl)-4-(piperidin-1-yl)phenyl)carbamoyl)benzoic acid (150 mg, 0.26 mmol, 1.00 equiv) in dichloromethane (3 mL), N-methyl-3-morpholinopropan-1-amine (42 mg, 0.27 mmol, 1.00 equiv), EDC.HCl (75 mg, 0.39 mmol, 1.50 equiv), 4-dimethylaminopyridine (48 mg, 0.39 mmol, 1.50 equiv). The resulting solution was stirred for 2 h at 25° C. The resulting solution was diluted with 3 mL of water. The resulting solution was extract... Starting materials: FC(=CC1C(C(N(C1)CC1=C(C=C(C=C1)OC)OC)=O)C(=O)O)F (4-(2,2-difluoro-vinyl)-1-(2,4-dimethoxy-benzyl)-2-oxo-pyrrolidine-3-carboxylic acid). Solvent: C(C(C)C)C(=O)C (methyl isobutyl ketone). Conditions: temperature 116 celsius. Yields the product FC(=CC1CC(N(C1)CC1=C(C=C(C=C1)OC)OC)=O)F (4-(2,2-difluoro-vinyl)-1-(2,4-dimethoxy-benzyl)pyrrolidin-2-one). As a reaction SMILES: [F:1][C:2]([F:24])=[CH:3][CH:4]1[CH2:8][N:7]([CH2:9][C:10]2[CH:15]=[CH:14][C:13]([O:16][CH3:17])=[CH:12][C:11]=2[O:18][CH3:19])[C:6](=[O:20])[CH:5]1C(O)=O>C(C(C)=O)C(C)C>[F:24][C:2]([F:1])=[CH:3][CH:4]1[CH2:8][N:7]([CH2:9][C:10]2[CH:15]=[CH:14][C:13]([O:16][CH3:17])=[CH:12][C:11]=2[O:18][CH3:19])[C:6](=[O:20])[CH2:5]1. Procedure: A suspension of (K) in methyl isobutyl ketone (MIBK-5 L) is heated at 116° C. overnight. Evaporation of the solvent gives 564 g of (IIIc). The product is used in the next reaction without further purification. Reactants: CCO, CCOC(C)=O, O=C1COCCN1c1ccc([N+](=O)[O-])cc1. Yields the product Nc1ccc(N2CCOCC2=O)cc1. Reaction SMILES: [CH3:17][CH2:18][OH:19].[CH3:20][CH2:21][O:22][C:23](=[O:24])[CH3:25].[N+:1]([O-:2])(=[O:3])[c:4]1[cH:5][cH:6][c:7]([N:10]2[C:11](=[O:16])[CH2:12][O:13][CH2:14][CH2:15]2)[cH:8][cH:9]1>>[NH2:1][c:4]1[cH:5][cH:6][c:7]([N:10]2[C:11](=[O:16])[CH2:12][O:13][CH2:14][CH2:15]2)[cH:8][cH:9]1.